Dataset: the Open Reaction Database (ORD), a public repository of structured organic reaction records. Task: describe an organic reaction: reactants, conditions, products, and yield Starting materials: BrC1=CC(=C(OCOCC[Si](C)(C)C)C=C1C)Cl ([2-(4-bromo-2-chloro-5-methyl-phenoxymethoxy)-ethyl]-trimethyl-silane), COC=1C=CC(=C(C1)B(OOCOCC[Si](C)(C)C)O)C (5-methoxy-2-methyl-[2-(trimethyl-silanyl)-ethoxymethoxy]-phenyl-boronic acid). Product: ClC=1C(=CC(=C(C1)B(O)O)C)OCOCC[Si](C)(C)C (5-Chloro-2-methyl-4-[2-(trimethyl-silanyl)-ethoxymethoxy]-phenyl-boronic acid). The yield is 54.0%. As a reaction SMILES: Br[C:2]1[C:16]([CH3:17])=[CH:15][C:5]([O:6][CH2:7][O:8][CH2:9][CH2:10][Si:11]([CH3:14])([CH3:13])[CH3:12])=[C:4]([Cl:18])[CH:3]=1.COC1C=CC(C)=C([B:27]([OH:38])[O:28]OCOCC[Si](C)(C)C)C=1>>[Cl:18][C:4]1[C:5]([O:6][CH2:7][O:8][CH2:9][CH2:10][Si:11]([CH3:14])([CH3:13])[CH3:12])=[CH:15][C:16]([CH3:17])=[C:2]([B:27]([OH:38])[OH:28])[CH:3]=1. Reported procedure: 5-Chloro-2-methyl-4-[2-(trimethyl-silanyl)-ethoxymethoxy]-phenyl-boronic acid was prepared in 54% yield from [2-(4-bromo-2-chloro-5-methyl-phenoxymethoxy)-ethyl]-trimethyl-silane according to the procedure for 5-methoxy-2-methyl-[2-(trimethyl-silanyl)-ethoxymethoxy]-phenyl-boronic acid. 1H NMR (300 MHz, CDCl3) δ 8.11 (s. 1H), 7.09 (s, 1H), 5.37 (s, 2H), 3.84 (t, 2H, J=8.4 Hz), 2.76 (s, 3H), 0.98 (t, 2H, J=8.4 Hz), 0.01 (s, 9H). Anal. (C13H22BClO4Si—H2O)C, H. Calculated: C, 52.28; H, 6.75. Found:... The reactants are solution, C(CCC)[Li] (n-butyllithium), CC1(N2C(CC2CCO1)=O)C (2,2-dimethyl-1-aza-3-oxabicyclo[4.2.0]octan-8-one), [N-]=[N+]=[N-] (azide), C(C)(C)NC(C)C (diisopropylamine), C[Si](C)(C)Cl (trimethylsilyl chloride). Reported procedure: In a nitrogen stream under stirring, 50 ml of dry tetrahydrofuran is cooled to -78° C. and, then, 20 ml of a solution of 15% n-butyllithium in n-hexane is added thereto. After dropwise addition of 3.66 ml of diisopropylamine, the mixture is stirred at -78° C. for 15 minutes. A solution of 3.1 g of 2,2-dimethyl-1-aza-3-oxabicyclo[4.2.0]octan-8-one in 15 ml of dry tetrahydrofuran is added dropwise and the mixture is stirred at -78° C. for one hour. Then, a solution of 4.34 g of p-toluenesolfonyl a... The solvent is CCCCCC (n-hexane), O1CCCC1 (tetrahydrofuran), O1CCCC1 (tetrahydrofuran), O1CCCC1 (tetrahydrofuran). The product is CC1(N2C(C(C2CCO1)N=[N+]=[N-])=O)C (2,2-dimethyl-7-azido-1-aza-3-oxabicyclo[4.2.0]-octan-8-one). RXN SMILES: C([Li])CCC.C(NC(C)C)(C)C.[CH3:13][C:14]1([CH3:23])[O:21][CH2:20][CH2:19][CH:18]2[N:15]1[C:16](=[O:22])[CH2:17]2.[N-:24]=[N+:25]=[N-:26].C[Si](Cl)(C)C>CCCCCC.O1CCCC1>[CH3:13][C:14]1([CH3:23])[O:21][CH2:20][CH2:19][CH:18]2[N:15]1[C:16](=[O:22])[CH:17]2[N:24]=[N+:25]=[N-:26]. Reactants: CN(CCCN1CCCC2=CC(=CC=C12)[N+](=O)[O-])C (N,N-dimethyl-3-(6-nitro-3,4-dihydroquinolin-1(2H)-yl)propan-1-amine), ( 60 ), O.NN (hydrazine hydrate). The reagents and catalysts are [Ni] (Raney nickel). Run in CO (methanol). Run at temperature 60 celsius. The product is CN(CCCN1CCCC2=CC(=CC=C12)N)C (1-(3-(Dimethylamino)propyl)-1,2,3,4-tetrahydroquinolin-6-amine). As a reaction SMILES: [CH3:1][N:2]([CH3:19])[CH2:3][CH2:4][CH2:5][N:6]1[C:15]2[C:10](=[CH:11][C:12]([N+:16]([O-])=O)=[CH:13][CH:14]=2)[CH2:9][CH2:8][CH2:7]1.O.NN>CO.[Ni]>[CH3:19][N:2]([CH3:1])[CH2:3][CH2:4][CH2:5][N:6]1[C:15]2[C:10](=[CH:11][C:12]([NH2:16])=[CH:13][CH:14]=2)[CH2:9][CH2:8][CH2:7]1 |f:1.2|. Procedure details: To a stirred solution of N,N-dimethyl-3-(6-nitro-3,4-dihydroquinolin-1(2H)-yl)propan-1-amine (600 mg, 2.278 mmol) in methanol (12 ml) was added Raney nickel (60 mg, 2.278 mmol) followed by hydrazine hydrate (1.108 ml, 22.78 mmol). The resulting mixture was then stirred at 60° C. and monitored by TLC for consumption of the starting material. The reaction mixture was then filtered through celite and the filtrate was concentrated. The residue was then dissolved in dichloromethane, dried, filtered a... Reactants: [H-].[Na+] (Sodium hydride), C(C=C)C=1C=C(C=CC1)NC(CCCl)=O (N-(3-allylphenyl)-β-chloropropionamide), C1=CC=CC=C1 (benzene). Run in C(Cl)(Cl)(Cl)Cl (carbon tetrachloride). Run at time 8 hour. The product is C(C=C)C=1C=C(C=CC1)N1C(CC1)=O (N-(3-allylphenyl)-2-azetidinone). RXN SMILES: [H-].[Na+].[CH2:3]([C:6]1[CH:7]=[C:8]([NH:12][C:13](=[O:17])[CH2:14][CH2:15]Cl)[CH:9]=[CH:10][CH:11]=1)[CH:4]=[CH2:5].C1C=CC=CC=1>C(Cl)(Cl)(Cl)Cl>[CH2:3]([C:6]1[CH:7]=[C:8]([N:12]2[CH2:15][CH2:14][C:13]2=[O:17])[CH:9]=[CH:10][CH:11]=1)[CH:4]=[CH2:5] |f:0.1|. Reported procedure: Sodium hydride (0.1 mole; 57% dispersion in mineral oil) is charged into a glass reaction flask. The mineral oil is removed by washing the sodium hydride with benzene, and dimethyl sulfoxide (50 ml) is thereafter slowly added with stirring. The mixture is stirred until no more hydrogen gas evolves. A solution of N-(3-allylphenyl)-β-chloropropionamide (0.08 mole) in carbon tetrachloride (50 ml) is added dropwise to the reaction flask with stirring while maintaining the temperature of the reaction... The reactants are Cl (hydrochloric acid), CN (methylamine), ClC1=C(C=CC(=C1)F)C(C)=O (2'-chloro-4'-fluoroacetophenone). The reagents and catalysts are [Cu] (copper). Solvent: ClCCl (dichloromethane), industrial methylated spirit, industrial methylated spirit. Conditions: time 2 hour. The product is FC1=CC(=C(C=C1)C(C)=O)NC (4'-fluoro-2'-(methylamino)acetophenone). Reaction SMILES: [CH3:1][NH2:2].Cl[C:4]1[CH:9]=[C:8]([F:10])[CH:7]=[CH:6][C:5]=1[C:11](=[O:13])[CH3:12].Cl>[Cu].ClCCl>[F:10][C:8]1[CH:7]=[CH:6][C:5]([C:11](=[O:13])[CH3:12])=[C:4]([NH:2][CH3:1])[CH:9]=1. Reported procedure: A mixture of a solution of methylamine in industrial methylated spirit (33% w/w; 315.8 ml), industrial methylated spirit (291.6 ml), 2'-chloro-4'-fluoroacetophenone (203.4 g) and copper powder (2.8 g) was heated to 80° in a glass autoclave over a period of 1 hour. The mixture was stirred at 80° for a further 2 hours and then allowed to cool to 45° over a period of 1 hour. The mixture was transferred to a second vessel and the autoclave rinsed with industrial methylated spirit (50 ml) which was t... Reactants: CO, COC(=O)C=C(C)C=CCC(C)CCC=C(C)C, [K+], [OH-], O. The product is CC(C)=CCCC(C)CC=CC(C)=CC(=O)O. As a reaction SMILES: [CH3:19][OH:20].[CH3:1][C:2](=[CH:3][C:4](=[O:5])[O:6][CH3:7])[CH:8]=[CH:9][CH2:10][CH:11]([CH2:12][CH2:13][CH:14]=[C:15]([CH3:16])[CH3:17])[CH3:18].[K+:22].[OH-:21].[OH2:23]>>[CH3:1][C:2](=[CH:3][C:4](=[O:5])[OH:6])[CH:8]=[CH:9][CH2:10][CH:11]([CH2:12][CH2:13][CH:14]=[C:15]([CH3:16])[CH3:17])[CH3:18]. Reactants: C1=C(C=CC2=CC=CC=C12)C(C=CC1=CC=CC=C1)=O (1-(2-naphthalenyl)-3-phenylprop-2-en-1-one), C(CC(=O)OCC)(=O)OCC (diethyl malonate). The product is C1=C(C=CC2=CC=CC=C12)C(CC(C1=CC=CC=C1)C(C(=O)OCC)C(=O)OCC)=O (diethyl 2-[3-(2-naphthalenyl)-3-oxo-1-phenylpropyl]malonate). RXN SMILES: [CH:1]1[C:10]2[C:5](=[CH:6][CH:7]=[CH:8][CH:9]=2)[CH:4]=[CH:3][C:2]=1[C:11](=[O:20])[CH:12]=[CH:13][C:14]1[CH:19]=[CH:18][CH:17]=[CH:16][CH:15]=1.[C:21]([O:29][CH2:30][CH3:31])(=[O:28])[CH2:22][C:23]([O:25][CH2:26][CH3:27])=[O:24]>>[CH:1]1[C:10]2[C:5](=[CH:6][CH:7]=[CH:8][CH:9]=2)[CH:4]=[CH:3][C:2]=1[C:11](=[O:20])[CH2:12][CH:13]([CH:22]([C:23]([O:25][CH2:26][CH3:27])=[O:24])[C:21]([O:29][CH2:30][CH3:31])=[O:28])[C:14]1[CH:19]=[CH:18][CH:17]=[CH:16][CH:15]=1. Reported procedure: By a procedure similar to that of example 1.59.2, starting from 1-(2-naphthalenyl)-3-phenylprop-2-en-1-one and diethyl malonate, diethyl 2-[3-(2-naphthalenyl)-3-oxo-1-phenylpropyl]malonate was obtained as colourless solid.